This data is from the Open Reaction Database (ORD), a public repository of structured organic reaction records. The task is: describe an organic reaction: reactants, conditions, products, and yield Product: NC=1C(=C(C(=O)O)C(=CC1)Cl)Cl (3-amino-2,6-dichlorobenzoic acid). Reagents/catalysts: [Zn] (zinc). Reaction conditions: time 24 hour. Reaction SMILES: [Cl:1][C:2]1[C:10]([N+:11]([O-])=O)=[CH:9][CH:8]=[C:7]([Cl:14])[C:3]=1[C:4]([OH:6])=[O:5].[NH4+].[Cl-]>C1COCC1.[Zn]>[NH2:11][C:10]1[C:2]([Cl:1])=[C:3]([C:7]([Cl:14])=[CH:8][CH:9]=1)[C:4]([OH:6])=[O:5] |f:1.2|. Isolated yield 75.5%. Starting materials: ClC1=C(C(=O)O)C(=CC=C1[N+](=O)[O-])Cl (2,6-Dichloro-3-nitrobenzoic acid), [NH4+].[Cl-] (NH4Cl). Solvent: C1CCOC1 (THF). Procedure details: 2,6-Dichloro-3-nitrobenzoic acid (2.13 g, 9.03 mmol) was dissolved in 2:1 THF:saturated aqueous NH4Cl and cooled to 0° C. The mixture was treated with zinc (11.8 g, 181 mmol). The reaction mixture was allowed to warm to ambient temperature and stir for 24 hours. The reaction mixture was filtered through GF/F paper while rinsing with THF. The mixture was acidified to a pH of 1 using 1.0M HCl and extracted with 15% 2-propanol:DCM (3×). The extracts were washed with water and brine, dried over sodi... Reactants: CCCCCCC(=O)O, ClCCl, CCCCCCCCc1ccc2oc(-c3ccc(O)cc3)nc2c1. Yields the product CCCCCCCCc1ccc2oc(-c3ccc(OC(=O)CCCCCC)cc3)nc2c1. RXN SMILES: [CH3:25][CH2:26][CH2:27][CH2:28][CH2:29][CH2:30][C:31]([OH:32])=[O:33].[Cl:34][CH2:35][Cl:36].[OH:1][c:2]1[cH:3][cH:4][c:5](-[c:8]2[o:9][c:10]3[c:11]([n:12]2)[cH:13][c:14]([CH2:17][CH2:18][CH2:19][CH2:20][CH2:21][CH2:22][CH2:23][CH3:24])[cH:15][cH:16]3)[cH:6][cH:7]1>>[O:1]([c:2]1[cH:3][cH:4][c:5](-[c:8]2[o:9][c:10]3[c:11]([n:12]2)[cH:13][c:14]([CH2:17][CH2:18][CH2:19][CH2:20][CH2:21][CH2:22][CH2:23][CH3:24])[cH:15][cH:16]3)[cH:6][cH:7]1)[C:31]([CH2:30][CH2:29][CH2:28][CH2:27][CH2:26][CH3:25])=[O:32].